This data is from the Open Reaction Database (ORD), a public repository of structured organic reaction records. The task is: describe an organic reaction: reactants, conditions, products, and yield Starting materials: Cl (hydrochloric acid), [N+](=O)([O-])C1=CC=CC=2C(C=C(OC21)C#N)=O (8-nitro-4-oxo-4H-1-benzopyran-2-carbonitrile), [N-]=[N+]=[N-].[Na+] (sodium azide), [Cl-].[NH4+] (ammonium chloride). Run in CN(C=O)C (N,N-dimethylformamide). Run at temperature 100 celsius, time 1.25 hour. Yields the product [N+](=O)([O-])C1=CC=CC=2C(C=C(OC21)C2=NN=NN2)=O (8-Nitro-4-oxo-2-(5-1H-tetrazolyl)-4H-1-benzopyran). The yield is 68.3%. Reaction SMILES: [N+:1]([C:4]1[C:13]2[O:12][C:11]([C:14]#[N:15])=[CH:10][C:9](=[O:16])[C:8]=2[CH:7]=[CH:6][CH:5]=1)([O-:3])=[O:2].[N-:17]=[N+:18]=[N-:19].[Na+].[Cl-].[NH4+].Cl>CN(C)C=O>[N+:1]([C:4]1[C:13]2[O:12][C:11]([C:14]3[NH:19][N:18]=[N:17][N:15]=3)=[CH:10][C:9](=[O:16])[C:8]=2[CH:7]=[CH:6][CH:5]=1)([O-:3])=[O:2] |f:1.2,3.4|. Reported procedure: A mixture of 8-nitro-4-oxo-4H-1-benzopyran-2-carbonitrile (1.094 g, 5.06 mmol), sodium azide (1.638 g, 25.3 mmol), ammonium chloride (1.349 g, 25.3 mmol) and dry N,N-dimethylformamide (50 ml) was left under stirring at 100° C. for 1.25 h. After that the mixture was cooled at room temperature and poured onto a 1M hydrochloric acid solution (50 ml) recovering the formed precipitate by filtration. The resulting solid was suspended in concentrated hydrochloric acid (12 ml) stirring at room temperatu...